The task is: describe an organic reaction: reactants, conditions, products, and yield. This data is from the Open Reaction Database (ORD), a public repository of structured organic reaction records. Starting materials: O=C([O-])[O-], COc1c(F)c(-c2ccccc2)c(C)c(C#N)c1NC(=O)C(F)(F)F, CO, [K+], [K+]. Product: COc1c(N)c(C#N)c(C)c(-c2ccccc2)c1F. RXN SMILES: [C:1](=[O:2])([O-:3])[O-:4].[C:7](#[N:8])[c:9]1[c:10]([NH:25][C:26](=[O:27])[C:28]([F:29])([F:30])[F:31])[c:11]([O:23][CH3:24])[c:12]([F:22])[c:13](-[c:16]2[cH:17][cH:18][cH:19][cH:20][cH:21]2)[c:14]1[CH3:15].[CH3:32][OH:33].[K+:5].[K+:6]>>[C:7](#[N:8])[c:9]1[c:10]([NH2:25])[c:11]([O:23][CH3:24])[c:12]([F:22])[c:13](-[c:16]2[cH:17][cH:18][cH:19][cH:20][cH:21]2)[c:14]1[CH3:15]. Yields the product C(C)(C)(C)OC(=O)C1[C@@H]2N(C(=C(CS2)\C=C/C)C(=O)OC(C2=CC=CC=C2)C2=CC=CC=C2)C1=O (Diphenylmethyl 7-t-Butoxycarbonyl-3-(Z)-1-propenyl-3-cephem-4-carboxylate). Isolated yield 139.8%. As a reaction SMILES: [C:1]([O:5][C:6]([CH:8]1[C:38](=[O:39])[N:10]2[C:11]([C:22]([O:24][CH:25]([C:32]3[CH:37]=[CH:36][CH:35]=[CH:34][CH:33]=3)[C:26]3[CH:31]=[CH:30][CH:29]=[CH:28][CH:27]=3)=[O:23])=[C:12](SC3N(C)N=NN=3)[CH2:13][S:14][C@H:9]12)=[O:7])([CH3:4])([CH3:3])[CH3:2].[C:40]1(P(C2C=CC=CC=2)C2C=CC=CC=2)[CH:45]=CC=C[CH:41]=1.C(/[Sn](CCCC)(CCCC)CCCC)=C/C.O>O1CCCC1.C1C=CC(/C=C/C(/C=C/C2C=CC=CC=2)=O)=CC=1.C1C=CC(/C=C/C(/C=C/C2C=CC=CC=2)=O)=CC=1.[Pd].[Cl-].[Zn+2].[Cl-].C(OCC)(=O)C>[C:1]([O:5][C:6]([CH:8]1[C:38](=[O:39])[N:10]2[C:11]([C:22]([O:24][CH:25]([C:26]3[CH:31]=[CH:30][CH:29]=[CH:28][CH:27]=3)[C:32]3[CH:33]=[CH:34][CH:35]=[CH:36][CH:37]=3)=[O:23])=[C:12](/[CH:41]=[CH:40]\[CH3:45])[CH2:13][S:14][C@H:9]12)=[O:7])([CH3:3])([CH3:4])[CH3:2] |f:5.6.7,8.9.10|. Procedure details: A mixture of diphenylmethyl 7-t-butoxycarbonyl-3-[(1-methyl-1,2,3,4-tetrazol-5-yl)thio]-3-cephem-4-carboxylate (IId, 0.125 g, 0.000215 mole), bis(dibenzylideneacetone)palladium (0.0062 g, 0.00001075 mole), triphenyl phosphine (0.0084 g, 0.000032 mole), zinc chloride (0.0586 g, 0.00043 mole) and Z-1-propenyltributyl stannane (0.071 g, 0.000215 mole) in dry tetrahydrofuran (2 mL) was refluxed under argon atmosphere for 20 h. After no further conversion of starting compound IId took place, water an... Solvent: C(C)(=O)OCC (ethyl acetate), O1CCCC1 (tetrahydrofuran). Reagents/catalysts: C=1C=CC(=CC1)/C=C/C(=O)/C=C/C2=CC=CC=C2.C=1C=CC(=CC1)/C=C/C(=O)/C=C/C2=CC=CC=C2.[Pd] (bis(dibenzylideneacetone)palladium), [Cl-].[Zn+2].[Cl-] (zinc chloride). Starting materials: O (water), C(C)(C)(C)OC(=O)C1[C@@H]2N(C(=C(CS2)SC2=NN=NN2C)C(=O)OC(C2=CC=CC=C2)C2=CC=CC=C2)C1=O (diphenylmethyl 7-t-butoxycarbonyl-3-[(1-methyl-1,2,3,4-tetrazol-5-yl)thio]-3-cephem-4-carboxylate), C1(=CC=CC=C1)P(C1=CC=CC=C1)C1=CC=CC=C1 (triphenyl phosphine), C(=C/C)/[Sn](CCCC)(CCCC)CCCC (Z-1-propenyltributyl stannane). The reactants are CC(C)Cn1c(=O)n(C)c(=O)c2c(Br)c(C(=O)c3cccnc3)sc21, [H-], [Na+], C1CCOC1, O, OCCCS. Yields the product CC(C)Cn1c(=O)n(C)c(=O)c2c(SCCCO)c(C(=O)c3cccnc3)sc21. As a reaction SMILES: [Br:8][c:9]1[c:10]([C:25](=[O:26])[c:27]2[cH:28][n:29][cH:30][cH:31][cH:32]2)[s:11][c:12]2[n:13]([CH2:21][CH:22]([CH3:23])[CH3:24])[c:14](=[O:20])[n:15]([CH3:19])[c:16](=[O:18])[c:17]12.[H-:1].[Na+:2].[O:34]1[CH2:35][CH2:36][CH2:37][CH2:38]1.[OH2:33].[SH:3][CH2:4][CH2:5][CH2:6][OH:7]>>[S:3]([CH2:4][CH2:5][CH2:6][OH:7])[c:9]1[c:10]([C:25](=[O:26])[c:27]2[cH:28][n:29][cH:30][cH:31][cH:32]2)[s:11][c:12]2[n:13]([CH2:21][CH:22]([CH3:23])[CH3:24])[c:14](=[O:20])[n:15]([CH3:19])[c:16](=[O:18])[c:17]12. The reactants are CC(=O)O, CC(=O)Nc1nc(C=Cc2cc(C3OCCO3)cs2)cs1, C1CCOC1, O. Yields the product CC(=O)Nc1nc(C=Cc2cc(C=O)cs2)cs1. As a reaction SMILES: [CH3:22][C:23](=[O:24])[OH:25].[O:1]1[CH:2]([c:6]2[cH:7][c:8]([CH:11]=[CH:12][c:13]3[n:14][c:15]([NH:18][C:19]([CH3:20])=[O:21])[s:16][cH:17]3)[s:9][cH:10]2)[O:5][CH2:4][CH2:3]1.[O:26]1[CH2:27][CH2:28][CH2:29][CH2:30]1.[OH2:31]>>[O:1]=[CH:2][c:6]1[cH:7][c:8]([CH:11]=[CH:12][c:13]2[n:14][c:15]([NH:18][C:19]([CH3:20])=[O:21])[s:16][cH:17]2)[s:9][cH:10]1. Reactants: FC(CS(=O)(=O)Cl)(F)F (2,2,2-trifluoroethanesulfonyl chloride), C(C1=CC=CC=C1)OC=1C=C(C=CC1)C1=C(C=NC=C1)CN (4-(3-benzyloxyphenyl)pyridin-3-ylmethylamine), C([O-])([O-])=O.[K+].[K+] (potassium carbonate). The solvent is ClCCCl.N1=CC=CC=C1 (DCE Pyridine). Run at time 8 hour. The product is C(C1=CC=CC=C1)OC=1C=C(C=CC1)C1=C(C=NC=C1)CNS(=O)(=O)CC(F)(F)F (4-(3-Benzyloxyphenyl)-N-(2,2,2-trifluoroethanesulfonyl)pyrid-3-ylmethylamine). RXN SMILES: [CH2:1]([O:8][C:9]1[CH:10]=[C:11]([C:15]2[CH:20]=[CH:19][N:18]=[CH:17][C:16]=2[CH2:21][NH2:22])[CH:12]=[CH:13][CH:14]=1)[C:2]1[CH:7]=[CH:6][CH:5]=[CH:4][CH:3]=1.[F:23][C:24]([F:31])([F:30])[CH2:25][S:26](Cl)(=[O:28])=[O:27].C(=O)([O-])[O-].[K+].[K+]>ClCCCl.N1C=CC=CC=1>[CH2:1]([O:8][C:9]1[CH:10]=[C:11]([C:15]2[CH:20]=[CH:19][N:18]=[CH:17][C:16]=2[CH2:21][NH:22][S:26]([CH2:25][C:24]([F:31])([F:30])[F:23])(=[O:28])=[O:27])[CH:12]=[CH:13][CH:14]=1)[C:2]1[CH:3]=[CH:4][CH:5]=[CH:6][CH:7]=1 |f:2.3.4,5.6|. Procedure details: A solution of N-(4-(3-benzyloxyphenyl)pyridin-3-ylmethylamine (1.0 equiv.) in 2:1 DCE/Pyridine (0.15 M) was cooled to 0° C. and treated with 2,2,2-trifluoroethanesulfonyl chloride (1.8 equiv.). The mixture was allowed to warm to ambient temperature and stir overnight. The reaction was treated with anhydrous potassium carbonate, stirred for 40 min, and filtered. The filtrate was purified via preparative HPLC eluting with 70:30 to 60:40 DCM/ethyl acetate, evaporated, and then triturated with dieth... Yields the product C(COCCOCCCCCC)(=O)N[C@H]([C@@H](O)C1=CC=CC=C1)CN1CCOCC1 ((1S,2S)-2-(3,6-dioxadodecanoyl)amino-3-morpholino-1-phenyl-1-propanol). Procedure details: Methylene chloride (40 ml), 3,6-dioxadodecanoic acid (1.086 g, 5.325 mmol) and EDC (1.167 g, 6.090 mmol) were added to (1S,2S)-2-amino-3-morpholino-1-phenyl-1-propanol (959.1 mg, 4.064 mmol), followed by stirring for 3 hours. EDC (719.3 mg, 3.752 mmol) was added thereto and the mixture was further stirred for 3 days. After evaporating the solvent under reduced pressure, a saturated sodium hydrogen carbonate solution (70 ml) was added, followed by extraction with ethyl acetate (100 ml). After was... The reactants are C(COCCOCCCCCC)(=O)O (3,6-dioxadodecanoic acid), C(CCl)Cl (EDC), N[C@H]([C@@H](O)C1=CC=CC=C1)CN1CCOCC1 ((1S,2S)-2-amino-3-morpholino-1-phenyl-1-propanol), C(CCl)Cl (EDC). Run in C(Cl)Cl (Methylene chloride). Isolated yield 47.3%. Reaction conditions: time 3 hour. As a reaction SMILES: [C:1]([OH:14])(=O)[CH2:2][O:3][CH2:4][CH2:5][O:6][CH2:7][CH2:8][CH2:9][CH2:10][CH2:11][CH3:12].C(Cl)CCl.[NH2:19][C@@H:20]([CH2:29][N:30]1[CH2:35][CH2:34][O:33][CH2:32][CH2:31]1)[C@H:21]([C:23]1[CH:28]=[CH:27][CH:26]=[CH:25][CH:24]=1)[OH:22]>C(Cl)Cl>[C:1]([NH:19][C@@H:20]([CH2:29][N:30]1[CH2:31][CH2:32][O:33][CH2:34][CH2:35]1)[C@H:21]([C:23]1[CH:24]=[CH:25][CH:26]=[CH:27][CH:28]=1)[OH:22])(=[O:14])[CH2:2][O:3][CH2:4][CH2:5][O:6][CH2:7][CH2:8][CH2:9][CH2:10][CH2:11][CH3:12]. The reactants are [Br-].O=C(C[S+]1CCCCC1)CC (2-oxobutyl-thiacyclohexanium bromide), FC(S(=O)(=O)[O-])(F)F.[K+] (potassium trifluoromethanesulfonate salt). Solvent: C(C)#N (acetonitrile), C(C)#N (acetonitrile). Run at temperature -20 celsius, time 3 hour. Yields the product FC(S(=O)(=O)[O-])(F)F.O=C(C[S+]1CCCC1)CC (2-oxobutyl-thiacyclopentanium trifluoromethanesulfonate). The yield is 69.8%. Reaction SMILES: [F:1][C:2]([F:8])([F:7])[S:3]([O-:6])(=[O:5])=[O:4].[K+].[Br-].[O:11]=[C:12]([CH2:20][CH3:21])[CH2:13][S+:14]1[CH2:19][CH2:18][CH2:17][CH2:16]C1>C(#N)C>[F:1][C:2]([F:8])([F:7])[S:3]([O-:6])(=[O:5])=[O:4].[O:11]=[C:12]([CH2:20][CH3:21])[CH2:13][S+:14]1[CH2:16][CH2:17][CH2:18][CH2:19]1 |f:0.1,2.3,5.6|. Procedure: In a 300 ml three-necked flask, 2 g of 2-oxobutyl-thiacyclohexanium bromide obtained in Example 1 was dissolved in 10 ml of acetonitrile. To the solution, a solution prepared by dissolving 1.6 g of a potassium trifluoromethanesulfonate salt in 100 ml of acetonitrile was added dropwise. After stirring for three hours, the deposited potassium bromide was removed by filtration and acetonitrile was distilled off under reduced pressure by an evaporator. The residue was dissolved in chloroform and the... Reactants: C1CCOC1, CC(C)(C)S(N)=O, O=Cc1ccccc1. Yields the product CC(C)(C)S(=O)N=Cc1ccccc1. Reaction SMILES: [CH2:16]1[O:17][CH2:18][CH2:19][CH2:20]1.[CH3:9][C:10]([CH3:11])([CH3:12])[S:13](=[O:14])[NH2:15].[CH:1](=[O:2])[c:3]1[cH:4][cH:5][cH:6][cH:7][cH:8]1>>[CH:1]([c:3]1[cH:4][cH:5][cH:6][cH:7][cH:8]1)=[N:15][S:13]([C:10]([CH3:9])([CH3:11])[CH3:12])=[O:14]. Starting materials: COC(=O)C1(CCOCC1)C1=CC(=CC(=C1)F)OCC1=CC=C2C(=CC(=NC2=C1)NN)Cl (4-[3-(4-Chloro-2-hydrazino-quinolin-7-ylmethoxy)-5-fluoro-phenyl]-tetrahydro-pyran-4-carboxylic acid methyl ester), C(OCC)(OCC)OCC (triethyl orthoformate). The solvent is CCO (EtOH). Reaction conditions: temperature 65 celsius. Yields the product COC(=O)C1(CCOCC1)C1=CC(=CC(=C1)F)OCC1=CC=C2C(=CC=3N(C2=C1)C=NN3)Cl (4-[3-(5-Chloro-[1,2,4]triazolo[4,3-a]quinolin-8-ylmethoxy)-5-fluoro-phenyl]-tetrahydro-pyran-4-carboxylic acid methyl ester). RXN SMILES: [CH3:1][O:2][C:3]([C:5]1([C:11]2[CH:16]=[C:15]([F:17])[CH:14]=[C:13]([O:18][CH2:19][C:20]3[CH:29]=[C:28]4[C:23]([C:24]([Cl:32])=[CH:25][C:26]([NH:30][NH2:31])=[N:27]4)=[CH:22][CH:21]=3)[CH:12]=2)[CH2:10][CH2:9][O:8][CH2:7][CH2:6]1)=[O:4].[CH:33](OCC)(OCC)OCC>CCO>[CH3:1][O:2][C:3]([C:5]1([C:11]2[CH:16]=[C:15]([F:17])[CH:14]=[C:13]([O:18][CH2:19][C:20]3[CH:29]=[C:28]4[C:23]([C:24]([Cl:32])=[CH:25][C:26]5[N:27]4[CH:33]=[N:31][N:30]=5)=[CH:22][CH:21]=3)[CH:12]=2)[CH2:6][CH2:7][O:8][CH2:9][CH2:10]1)=[O:4]. Procedure: To 5c (3.7 mmol) in EtOH (60 mL) was added triethyl orthoformate (10 mL), and the reaction was heated to 65° C. overnight. After cooling to room temperature, the mixture was concentrated, and the residue was purified by silica gel chromatography (100% EtOAc) to give the desired product, 5d. Starting materials: NC1=C(C=C(OC=2C=C(C(=O)NC)C=CC2)C=C1)[N+](=O)[O-] (3-(4-amino-3-nitro-phenoxy)-N-methyl-benzamide). Reagents/catalysts: [Pd] (Pd/C). Solvent: CO (MeOH). Reaction conditions: time 16 hour. Yields the product NC=1C=C(OC=2C=C(C(=O)NC)C=CC2)C=CC1N (3-(3,4-Diamino-phenoxy)-N-methyl-benzamide). RXN SMILES: [NH2:1][C:2]1[CH:18]=[CH:17][C:5]([O:6][C:7]2[CH:8]=[C:9]([CH:14]=[CH:15][CH:16]=2)[C:10]([NH:12][CH3:13])=[O:11])=[CH:4][C:3]=1[N+:19]([O-])=O>CO.[Pd]>[NH2:19][C:3]1[CH:4]=[C:5]([CH:17]=[CH:18][C:2]=1[NH2:1])[O:6][C:7]1[CH:8]=[C:9]([CH:14]=[CH:15][CH:16]=1)[C:10]([NH:12][CH3:13])=[O:11]. Procedure: 3-(4-Amino-3-nitro-phenoxy)-N-methyl-benzamide (Step B, 0.5 g, 1.7 mmol, 1.0 eq.) was dissolved in MeOH (10 mL) and the atmosphere was replaced by argon. A catalytic amount of 10% Pd/C was added and the argon was replaced by a H2 atmosphere. The mixture was stirred for 16 h at RT at atmospheric pressure. The Pd/C was filtered off and the obtained 3-(3,4-diamino-phenoxy)-N-methyl-benzamide was used crude in the next step.